This data is from the Open Reaction Database (ORD), a public repository of structured organic reaction records. The task is: describe an organic reaction: reactants, conditions, products, and yield Starting materials: CCOC(=O)C=C(CBr)c1cccc(C#N)c1, O=C([O-])[O-], CCOC(C)=O, CN(C)C=O, [Cs+], [Cs+], c1cn[nH]c1. Product: CCOC(=O)C=C(Cn1cccn1)c1cccc(C#N)c1. As a reaction SMILES: [C:1](#[N:2])[c:3]1[cH:4][c:5]([C:9](=[CH:10][C:11](=[O:12])[O:13][CH2:14][CH3:15])[CH2:16][Br:17])[cH:6][cH:7][cH:8]1.[C:23](=[O:24])([O-:25])[O-:26].[CH3:29][CH2:30][O:31][C:32](=[O:33])[CH3:34].[CH3:35][N:36]([CH3:37])[CH:38]=[O:39].[Cs+:27].[Cs+:28].[nH:18]1[n:19][cH:20][cH:21][cH:22]1>>[C:1](#[N:2])[c:3]1[cH:4][c:5]([C:9](=[CH:10][C:11](=[O:12])[O:13][CH2:14][CH3:15])[CH2:16][n:18]2[n:19][cH:20][cH:21][cH:22]2)[cH:6][cH:7][cH:8]1.